This data is from the Open Reaction Database (ORD), a public repository of structured organic reaction records. The task is: describe an organic reaction: reactants, conditions, products, and yield Reactants: ClC1=C(CNC(=O)C=2C(NN=C(C2)C2=CC=NC=C2)=O)C=CC(=C1)Cl (N-(2,4-dichlorobenzyl)-3-oxo-6-pyridin-4-yl-2,3-dihydropyridazine-4-carboxamide), ClC=1C=C(CN)C=C(C1)Cl (3,5-dichlorobenzylamine), O=C1NN=C(C=C1C(=O)O)C1=CC=NC=C1 (3-oxo-6-pyridin-4-yl-2,3-dihydropyridazine-4-carboxylic acid), C(C(=O)Cl)(=O)Cl (oxalyl chloride). The solvent is C(C)N(CC)CC (triethylamine), ClCCl (dichloromethane), CN(C=O)C (dimethylformamide). The product is ClC=1C=C(CNC(=O)C=2C(NN=C(C2)C2=CC=NC=C2)=O)C=C(C1)Cl (N-(3,5-dichlorobenzyl)-3-oxo-6-pyridin-4-yl-2,3-dihydropyridazine-4-carboxamide). As a reaction SMILES: ClC1C=C(Cl)C=CC=1[CH2:4][NH:5][C:6]([C:8]1[C:9](=[O:20])[NH:10][N:11]=[C:12]([C:14]2[CH:19]=[CH:18][N:17]=[CH:16][CH:15]=2)[CH:13]=1)=[O:7].O=C1C(C(O)=O)=CC(C2C=CN=CC=2)=NN1.C(Cl)(=O)C(Cl)=O.[Cl:48][C:49]1[CH:50]=[C:51]([CH:54]=[C:55]([Cl:57])[CH:56]=1)CN>C(N(CC)CC)C.CN(C)C=O.ClCCl>[Cl:48][C:49]1[CH:50]=[C:51]([CH:54]=[C:55]([Cl:57])[CH:56]=1)[CH2:4][NH:5][C:6]([C:8]1[C:9](=[O:20])[NH:10][N:11]=[C:12]([C:14]2[CH:15]=[CH:16][N:17]=[CH:18][CH:19]=2)[CH:13]=1)=[O:7]. Reported procedure: Working as in example 2 for the preparation of N-(2,4-dichlorobenzyl)-3-oxo-6-pyridin-4-yl-2,3-dihydropyridazine-4-carboxamide, but starting with 0.3 g of 3-oxo-6-pyridin-4-yl-2,3-dihydropyridazine-4-carboxylic acid, 10 cm3 of dichloromethane, 0.02 cm3 of dimethylformamide, 0.12 cm3 of oxalyl chloride, 0.19 cm3 of 3,5-dichlorobenzylamine and 0.19 cm3 of triethylamine, 0.025 g of N-(3,5-dichlorobenzyl)-3-oxo-6-pyridin-4-yl-2,3-dihydropyridazine-4-carboxamide was obtained in the form of a white so... Starting materials: CCO, Cc1ccc(COC2CCCCO2)cc1[N+](=O)[O-]. The product is Cc1ccc(COC2CCCCO2)cc1N. RXN SMILES: [CH3:19][CH2:20][OH:21].[CH3:1][c:2]1[c:3]([N+:16]([O-:17])=[O:18])[cH:4][c:5]([CH2:6][O:7][CH:8]2[O:9][CH2:10][CH2:11][CH2:12][CH2:13]2)[cH:14][cH:15]1>>[CH3:1][c:2]1[c:3]([NH2:16])[cH:4][c:5]([CH2:6][O:7][CH:8]2[O:9][CH2:10][CH2:11][CH2:12][CH2:13]2)[cH:14][cH:15]1. Reactants: CC#N, CC1(C)OB(c2cn[nH]c2)OC1(C)C, N#CC=CC1CC1, C1CCC2=NCCCN2CC1. The product is CC1(C)OB(c2cnn(C(CC#N)C3CC3)c2)OC1(C)C. Reaction SMILES: [CH3:15][C:16]#[N:17].[CH3:1][C:2]1([CH3:14])[O:3][B:4]([c:9]2[cH:10][n:11][nH:12][cH:13]2)[O:5][C:6]1([CH3:7])[CH3:8].[CH:18]1([CH:21]=[CH:22][C:23]#[N:24])[CH2:19][CH2:20]1.[N:25]12[CH2:26][CH2:27][CH2:28][N:29]=[C:30]1[CH2:31][CH2:32][CH2:33][CH2:34][CH2:35]2>>[CH3:1][C:2]1([CH3:14])[O:3][B:4]([c:9]2[cH:10][n:11][n:12]([CH:21]([CH:18]3[CH2:19][CH2:20]3)[CH2:22][C:23]#[N:24])[cH:13]2)[O:5][C:6]1([CH3:7])[CH3:8].